From a dataset of the Open Reaction Database (ORD), a public repository of structured organic reaction records. describe an organic reaction: reactants, conditions, products, and yield Starting materials: CC(C)(C)[Si](C)(C)OCCBr, O=C([O-])[O-], Cl, [Cs+], [Cs+], CN(C)C=O, O, Oc1ccc(O)cc1. The product is CC(C)(C)[Si](C)(C)OCCOc1ccc(O)cc1. As a reaction SMILES: [Br:9][CH2:10][CH2:11][O:12][Si:13]([CH3:14])([CH3:15])[C:16]([CH3:17])([CH3:18])[CH3:19].[C:20](=[O:21])([O-:22])[O-:23].[ClH:26].[Cs+:24].[Cs+:25].[O:27]=[CH:28][N:29]([CH3:30])[CH3:31].[OH2:32].[OH:1][c:2]1[cH:3][cH:4][c:5]([OH:6])[cH:7][cH:8]1>>[O:1]([c:2]1[cH:3][cH:4][c:5]([OH:6])[cH:7][cH:8]1)[CH2:10][CH2:11][O:12][Si:13]([CH3:14])([CH3:15])[C:16]([CH3:17])([CH3:18])[CH3:19]. Reactants: CCO, CC(C)Oc1ccc(C#N)cc1C(=O)N1CCN(c2ccc(C(F)(F)F)cc2)CC1, Cl, [Na+], [OH-], O. Product: CC(C)Oc1ccc(C(=O)O)cc1C(=O)N1CCN(c2ccc(C(F)(F)F)cc2)CC1. As a reaction SMILES: [CH3:35][CH2:36][OH:37].[CH:1]([CH3:2])([CH3:3])[O:4][c:5]1[c:6]([C:13](=[O:14])[N:15]2[CH2:16][CH2:17][N:18]([c:21]3[cH:22][cH:23][c:24]([C:27]([F:28])([F:29])[F:30])[cH:25][cH:26]3)[CH2:19][CH2:20]2)[cH:7][c:8]([C:9]#[N:10])[cH:11][cH:12]1.[ClH:33].[Na+:32].[OH-:31].[OH2:34]>>[CH:1]([CH3:2])([CH3:3])[O:4][c:5]1[c:6]([C:13](=[O:14])[N:15]2[CH2:16][CH2:17][N:18]([c:21]3[cH:22][cH:23][c:24]([C:27]([F:28])([F:29])[F:30])[cH:25][cH:26]3)[CH2:19][CH2:20]2)[cH:7][c:8]([C:9](=[O:31])[OH:34])[cH:11][cH:12]1. The reactants are C(C)(=O)N(C)C1=CC(=C(C=C1Cl)C=1NC(=C(N1)C)C=1C=NC=CC1)OC (2-[4-(N-acetyl-N-methylamino)-5-chloro-2-methoxyphenyl]-4-methyl-5-(3-pyridyl)imidazole), Cl (hydrochloric acid). Solvent: O (water), C(C)O (ethanol). Product: ClC=1C(=CC(=C(C1)C=1NC(=C(N1)C)C=1C=NC=CC1)OC)NC (2-(5-chloro-4-methylamino-2-methoxyphenyl)-4-methyl-5-(3-pyridyl)imidazole). Yield: 93.5%. As a reaction SMILES: [C:1]([N:4]([C:6]1[C:11]([Cl:12])=[CH:10][C:9]([C:13]2[NH:14][C:15]([C:19]3[CH:20]=[N:21][CH:22]=[CH:23][CH:24]=3)=[C:16]([CH3:18])[N:17]=2)=[C:8]([O:25][CH3:26])[CH:7]=1)C)(=O)C.Cl>O.C(O)C>[Cl:12][C:11]1[C:6]([NH:4][CH3:1])=[CH:7][C:8]([O:25][CH3:26])=[C:9]([C:13]2[NH:14][C:15]([C:19]3[CH:20]=[N:21][CH:22]=[CH:23][CH:24]=3)=[C:16]([CH3:18])[N:17]=2)[CH:10]=1. Procedure details: A solution of 2-[4-(N-acetyl-N-methylamino)-5-chloro-2-methoxyphenyl]-4-methyl-5-(3-pyridyl)imidazole (0.70 g) and conc. hydrochloric acid (7 ml) in a mixture of water (7 ml) and ethanol (7 ml) was refluxed for 7 hours with stirring. After allowed to cool to ambient temperature, the mixture was evaporated under reduced pressure. The resulting oil was poured into water (20 ml). After neutrallized with aqueous potassium bicarbonate the mixture was extracted with ethyl acetate. The organic layer wa... Reactants: CON=C(C(=O)O)C1=CC(=CC=C1)O (2-Methoxyimino-2-(3-hydroxyphenyl)acetic acid), NC1[C@@H]2N(C(=C(CS2)COC(NC(C(Cl)(Cl)Cl)=O)=O)C(=O)O)C1=O (7-amino-3-trichloroacetylcarbamoyloxymethyl-3-cephem-4-carboxylic acid). Product: CON=C(C(=O)NC1[C@@H]2N(C(=C(CS2)COC(N)=O)C(=O)O)C1=O)C1=CC(=CC=C1)O (7-[2-methoxyimino-2-(3-hydroxyphenyl)acetamido]-3-carbamoyloxymethyl-3-cephem-4-carboxylic acid). Yield: 19.8%. As a reaction SMILES: [CH3:1][O:2][N:3]=[C:4]([C:8]1[CH:13]=[CH:12][CH:11]=[C:10]([OH:14])[CH:9]=1)[C:5]([OH:7])=O.[NH2:15][CH:16]1[C:37](=[O:38])[N:18]2[C:19]([C:34]([OH:36])=[O:35])=[C:20]([CH2:23][O:24][C:25](=[O:33])[NH:26]C(=O)C(Cl)(Cl)Cl)[CH2:21][S:22][C@H:17]12>>[CH3:1][O:2][N:3]=[C:4]([C:8]1[CH:13]=[CH:12][CH:11]=[C:10]([OH:14])[CH:9]=1)[C:5]([NH:15][CH:16]1[C:37](=[O:38])[N:18]2[C:19]([C:34]([OH:36])=[O:35])=[C:20]([CH2:23][O:24][C:25](=[O:33])[NH2:26])[CH2:21][S:22][C@H:17]12)=[O:7]. Procedure details: 2-Methoxyimino-2-(3-hydroxyphenyl)acetic acid (syn isomer) (1.1 g.) and 7-amino-3-trichloroacetylcarbamoyloxymethyl-3-cephem-4-carboxylic acid (2.35 g.) were reacted and post-treated according to a similar manner to that of Example 3 to give 7-[2-methoxyimino-2-(3-hydroxyphenyl)acetamido]-3-carbamoyloxymethyl-3-cephem-4-carboxylic acid (syn isomer) (0.5 g.). This compound is identified with the compound obtained in Example 2 by I.R. and N.M.R. spectra.